This data is from the Open Reaction Database (ORD), a public repository of structured organic reaction records. The task is: describe an organic reaction: reactants, conditions, products, and yield The reactants are O(C1=CC=CC=C1)C1=CC=C(CN)C=C1 (4-phenoxybenzylamine), COC(COC1=CC=C(C=C1)CN)=O (methyl[4-(aminomethyl)phenoxy]acetate), acetate salt, ClCC=1N=C(SC1)C1=CC=C(C(=O)Cl)C=C1 (4-[4-(chloromethyl)-1,3-thiazol-2-yl]benzoyl chloride), FC(C1=CC=C(C(=O)Cl)C=C1)(F)F (4-(trifluoromethyl)benzoyl chloride). Yields the product O(C1=CC=CC=C1)C1=CC=C(CNC(=O)C2=CC=C(C=C2)C=2SC=C(N2)CN(C(C2=CC=C(C=C2)C(F)(F)F)=O)CC2=CC=C(OCC(=O)O)C=C2)C=C1 ([4-({{[2-(4-{[(4-phenoxybenzyl)amino]carbonyl}phenyl)-1,3-thiazol-4-yl]methyl}[4-(trifluoromethyl)benzoyl]amino}methyl)phenoxy]acetic acid). As a reaction SMILES: [O:1]([C:8]1[CH:15]=[CH:14][C:11]([CH2:12][NH2:13])=[CH:10][CH:9]=1)[C:2]1[CH:7]=[CH:6][CH:5]=[CH:4][CH:3]=1.Cl[CH2:17][C:18]1[N:19]=[C:20]([C:23]2[CH:31]=[CH:30][C:26]([C:27](Cl)=[O:28])=[CH:25][CH:24]=2)[S:21][CH:22]=1.[F:32][C:33]([F:44])([F:43])[C:34]1[CH:42]=[CH:41][C:37]([C:38](Cl)=[O:39])=[CH:36][CH:35]=1.C[O:46][C:47](=[O:58])[CH2:48][O:49][C:50]1[CH:55]=[CH:54][C:53]([CH2:56][NH2:57])=[CH:52][CH:51]=1>>[O:1]([C:8]1[CH:9]=[CH:10][C:11]([CH2:12][NH:13][C:27]([C:26]2[CH:30]=[CH:31][C:23]([C:20]3[S:21][CH:22]=[C:18]([CH2:17][N:57]([CH2:56][C:53]4[CH:54]=[CH:55][C:50]([O:49][CH2:48][C:47]([OH:58])=[O:46])=[CH:51][CH:52]=4)[C:38](=[O:39])[C:37]4[CH:41]=[CH:42][C:34]([C:33]([F:44])([F:43])[F:32])=[CH:35][CH:36]=4)[N:19]=3)=[CH:24][CH:25]=2)=[O:28])=[CH:14][CH:15]=1)[C:2]1[CH:3]=[CH:4][CH:5]=[CH:6][CH:7]=1. Reported procedure: The title compound was prepared following the procedure A using 4-phenoxybenzylamine, 4-[4-(chloromethyl)-1,3-thiazol-2-yl]benzoyl chloride, 4-(trifluoromethyl)benzoyl chloride and methyl[4-(aminomethyl)phenoxy]acetate, acetate salt. M+(ESI): 752.9 The reactants are IC1=CC=C(C=C1)O (4-iodophenol), FC=1C=C(CBr)C=CC1 (3-fluorobenzyl bromide), solution, C(C)[O-].[Na+] (sodium ethanolate). The solvent is C(C)O (ethanol), C(C)O (ethanol). The product is FC=1C=C(COC2=CC=C(C=C2)I)C=CC1 (1-(3-Fluorobenzyloxy)-4-iodo-benzene). As a reaction SMILES: [I:1][C:2]1[CH:7]=[CH:6][C:5]([OH:8])=[CH:4][CH:3]=1.[F:9][C:10]1[CH:11]=[C:12]([CH:15]=[CH:16][CH:17]=1)[CH2:13]Br.C([O-])C.[Na+]>C(O)C>[F:9][C:10]1[CH:11]=[C:12]([CH:15]=[CH:16][CH:17]=1)[CH2:13][O:8][C:5]1[CH:6]=[CH:7][C:2]([I:1])=[CH:3][CH:4]=1 |f:2.3|. Reported procedure: A solution of 3.0 g (15.9 mmol) of 4-iodophenol and 3.49 g (15.9 mmol) of 3-fluorobenzyl bromide in 30 ml ethanol is treated dropwise at RT with 20 ml of a 1 molar solution of sodium ethanolate in ethanol. The reaction mixture is refluxed for 4 h and the precipitated sodium bromide is filtered off. The filtrate is evaporated to dryness, treated with 100 ml of water, acidified by addition of citric acid and extracted three times with dichloromethane. After drying and evaporation, the residue is s... The reactants are O=C([O-])[O-], BrCC=Cc1ccccc1, [K+], [K+], CN(C)C=O, O, O=C1c2ccccc2C(=O)N1O. The product is O=C1c2ccccc2C(=O)N1OCC=Cc1ccccc1. As a reaction SMILES: [C:13](=[O:14])([O-:15])[O-:16].[CH2:19]([CH:20]=[CH:21][c:22]1[cH:23][cH:24][cH:25][cH:26][cH:27]1)[Br:28].[K+:17].[K+:18].[O:30]=[CH:31][N:32]([CH3:33])[CH3:34].[OH2:29].[OH:1][N:2]1[C:3](=[O:12])[c:4]2[c:5]([cH:8][cH:9][cH:10][cH:11]2)[C:6]1=[O:7]>>[O:1]([N:2]1[C:3](=[O:12])[c:4]2[c:5]([cH:8][cH:9][cH:10][cH:11]2)[C:6]1=[O:7])[CH2:19][CH:20]=[CH:21][c:22]1[cH:23][cH:24][cH:25][cH:26][cH:27]1.